The task is: describe an organic reaction: reactants, conditions, products, and yield. This data is from the Open Reaction Database (ORD), a public repository of structured organic reaction records. Yields the product CC(C)Oc1cc(N=C2OC(C)C3CCCCN23)c(F)cc1Cl. Starting materials: CC(C)Br, O=C([O-])[O-], CC(C)=O, CC1OC(=Nc2cc(O)c(Cl)cc2F)N2CCCCC12, [K+], [K+]. As a reaction SMILES: [Br:27][CH:28]([CH3:29])[CH3:30].[C:21](=[O:22])([O-:23])[O-:24].[CH3:31][C:32](=[O:33])[CH3:34].[Cl:1][c:2]1[cH:3][c:4]([F:20])[c:5]([N:9]=[C:10]2[O:11][CH:12]([CH3:19])[CH:13]3[N:14]2[CH2:15][CH2:16][CH2:17][CH2:18]3)[cH:6][c:7]1[OH:8].[K+:25].[K+:26]>>[Cl:1][c:2]1[cH:3][c:4]([F:20])[c:5]([N:9]=[C:10]2[O:11][CH:12]([CH3:19])[CH:13]3[N:14]2[CH2:15][CH2:16][CH2:17][CH2:18]3)[cH:6][c:7]1[O:8][CH:28]([CH3:29])[CH3:30].